From a dataset of the Open Reaction Database (ORD), a public repository of structured organic reaction records. describe an organic reaction: reactants, conditions, products, and yield Reactants: BrC1=CC=C(C=C1)C1=C(C(=NO1)C)C=CCCC1=CC=CC=C1 (5-(4-bromo-phenyl)-3-methyl-4-(4-phenyl-but-1-enyl)-isoxazole), C(C)OC(=O)[C@H]1[C@H](C1)C1=CC=C(C=C1)B1OC(C(O1)(C)C)(C)C ((cis)-2-[4-(4,4,5,5-tetramethyl-[1,3,2]dioxaborolan-2-yl)-phenyl]-cyclopropanecarboxylic acid ethyl ester). The product is C(C)OC(=O)[C@H]1[C@H](C1)C1=CC=C(C=C1)C1=CC=C(C=C1)C1=C(C(=NO1)C)C=CCCC1=CC=CC=C1 ((cis)-2-{4′-[3-Methyl-4-(4-phenyl-but-1-enyl)-isoxazol-5-yl]-biphenyl-4-yl}-cyclopropanecarboxylic acid ethyl ester). As a reaction SMILES: Br[C:2]1[CH:7]=[CH:6][C:5]([C:8]2[O:12][N:11]=[C:10]([CH3:13])[C:9]=2[CH:14]=[CH:15][CH2:16][CH2:17][C:18]2[CH:23]=[CH:22][CH:21]=[CH:20][CH:19]=2)=[CH:4][CH:3]=1.[CH2:24]([O:26][C:27]([C@@H:29]1[CH2:31][C@@H:30]1[C:32]1[CH:37]=[CH:36][C:35](B2OC(C)(C)C(C)(C)O2)=[CH:34][CH:33]=1)=[O:28])[CH3:25]>>[CH2:24]([O:26][C:27]([C@@H:29]1[CH2:31][C@@H:30]1[C:32]1[CH:37]=[CH:36][C:35]([C:2]2[CH:7]=[CH:6][C:5]([C:8]3[O:12][N:11]=[C:10]([CH3:13])[C:9]=3[CH:14]=[CH:15][CH2:16][CH2:17][C:18]3[CH:23]=[CH:22][CH:21]=[CH:20][CH:19]=3)=[CH:4][CH:3]=2)=[CH:34][CH:33]=1)=[O:28])[CH3:25]. Procedure details: Prepared according to the procedure described in Example 3, Step 5, using 5-(4-bromo-phenyl)-3-methyl-4-(4-phenyl-but-1-enyl)-isoxazole and (cis)-2-[4-(4,4,5,5-tetramethyl-[1,3,2]dioxaborolan-2-yl)-phenyl]-cyclopropanecarboxylic acid ethyl ester. Starting materials: ClC1=NC=C(C(=N1)N1CCC(CC1)OC=1C=C2CC[C@H](C2=CC1)CC(=O)OCC)C (ethyl ((1S)-5-{[1-(2-chloro-5-methyl-4-pyrimidinyl)-4-piperidinyl]oxy}-2,3-dihydro-1H-inden-1-yl)acetate), C(C)C1=CC=C(C=C1)B(O)O (4-ethylphenyl boronic acid), C1(=CC=CC=C1)C (toluene), C(=O)([O-])[O-].[Na+].[Na+] (Na2CO3), [Li+].[OH-] (LiOH), C(Cl)Cl (CH2Cl2). Reagents/catalysts: C1=CC=C(C=C1)P([C-]2C=CC=C2)C3=CC=CC=C3.C1=CC=C(C=C1)P([C-]2C=CC=C2)C3=CC=CC=C3.Cl[Pd]Cl.[Fe+2] (PdCl2(dppf)). The solvent is O1CCOCC1 (1,4-dioxane). Run at temperature 75 celsius, time 30 minute. Yields the product C(C)C1=CC=C(C=C1)C1=NC=C(C(=N1)N1CCC(CC1)CC=1C=C2CC[C@H](C2=CC1)CC(=O)O)C ([(1S)-5-({1-[2-(4-ethylphenyl)-5-methyl-4-pyrimidinyl]-4-piperidinyl}methyl)-2,3-dihydro-1H-inden-1-yl]acetic acid). Yield: 43.0%. RXN SMILES: Cl[C:2]1[N:7]=[C:6]([N:8]2[CH2:13][CH2:12][CH:11](OC3C=C4C(=CC=3)[C@H](CC(OCC)=O)CC4)[CH2:10][CH2:9]2)[C:5]([CH3:30])=[CH:4][N:3]=1.[CH2:31]([C:33]1[CH:38]=[CH:37][C:36](B(O)O)=[CH:35][CH:34]=1)[CH3:32].C(Cl)Cl.[C:45]([O-:48])([O-])=[O:46].[Na+].[Na+].[Li+].[OH-].[C:53]1([CH3:59])[CH:58]=[CH:57][CH:56]=[CH:55][CH:54]=1>C1C=CC(P(C2C=CC=CC=2)[C-]2C=CC=C2)=CC=1.C1C=CC(P(C2C=CC=CC=2)[C-]2C=CC=C2)=CC=1.Cl[Pd]Cl.[Fe+2].O1CCOCC1>[CH2:31]([C:33]1[CH:38]=[CH:37][C:36]([C:2]2[N:7]=[C:6]([N:8]3[CH2:9][CH2:10][CH:11]([CH2:59][C:53]4[CH:58]=[C:57]5[C:56](=[CH:55][CH:54]=4)[C@H:11]([CH2:12][C:45]([OH:48])=[O:46])[CH2:10][CH2:9]5)[CH2:12][CH2:13]3)[C:5]([CH3:30])=[CH:4][N:3]=2)=[CH:35][CH:34]=1)[CH3:32] |f:3.4.5,6.7,9.10.11.12|. Reported procedure: To a mixture of toluene (5.8 mL) and 1,4-dioxane (1.16 mL) were added ethyl ((1S)-5-{[1-(2-chloro-5-methyl-4-pyrimidinyl)-4-piperidinyl]oxy}-2,3-dihydro-1H-inden-1-yl)acetate (Example 459, 100 mg, 0.23 mmol), 4-ethylphenyl boronic acid (139.5 mg, 0.93 mmol), and PdCl2(dppf).CH2Cl2 (17 mg, 0.02 mmol). A flow of argon was passed through the mixture for 30 min, then Na2CO3 (1.16 mL, 2.33 mmol, 2 M aqueous solution) was added, and the reaction was stirred at 75° C. for 4 h. The reaction mixture was ... Starting materials: CCOC(=O)C=CCn1c(=O)[nH]c(=O)c2ccccc21, CO, [H][H], C1CCOC1. Product: CCOC(=O)CCCn1c(=O)[nH]c(=O)c2ccccc21. As a reaction SMILES: [CH2:1]([CH3:2])[O:3][C:4](=[O:5])[CH:6]=[CH:7][CH2:8][n:9]1[c:10](=[O:20])[nH:11][c:12](=[O:19])[c:13]2[cH:14][cH:15][cH:16][cH:17][c:18]12.[CH3:23][OH:24].[H:21][H:22].[O:25]1[CH2:26][CH2:27][CH2:28][CH2:29]1>>[CH2:1]([CH3:2])[O:3][C:4](=[O:5])[CH2:6][CH2:7][CH2:8][n:9]1[c:10](=[O:20])[nH:11][c:12](=[O:19])[c:13]2[cH:14][cH:15][cH:16][cH:17][c:18]12. Reactants: C1CCCCC1, C1CCOC1, [C-]#[N+]C, COS(=O)c1ccccn1, [Li]CCCC, [Cl-], [NH4+]. Product: [C-]#[N+]CS(=O)c1ccccn1. Reaction SMILES: [CH2:1]1[CH2:2][CH2:3][CH2:4][CH2:5][CH2:6]1.[CH2:27]1[O:28][CH2:29][CH2:30][CH2:31]1.[CH3:12][N+:13]#[C-:14].[CH3:15][O:16][S:17](=[O:18])[c:19]1[n:20][cH:21][cH:22][cH:23][cH:24]1.[CH3:7][CH2:8][CH2:9][CH2:10][Li:11].[Cl-:25].[NH4+:26]>>[CH2:12]([N+:13]#[C-:14])[S:17](=[O:16])[c:19]1[n:20][cH:21][cH:22][cH:23][cH:24]1. Starting materials: C(C)OC(=O)C1(CN(C(C1)=O)[C@H](C1=CC=CC=C1)C)C(=O)O ((RS)-3-Ethoxycarbonyl-1-((S)-α-methylbenzyl)-5-oxopyrrolidine-3-carboxylic acid), ClCCCl (1,2-dichloroethane), S(=O)(Cl)Cl (thionyl chloride). Reagents/catalysts: CN(C=O)C (N,N-dimethylformamide). Conditions: time 3 hour. Product: C(C1=CC=CC=C1)N(C(=O)C1(CN(C(C1)=O)[C@H](C1=CC=CC=C1)C)C(=O)OCC)CC1=CC=CC=C1 (Ethyl (RS)-3-(N,N-dibenzylcarbamoyl)-1-((S)-α-methylbenzyl)-5-oxo-pyrrolidine-3-carboxylate). As a reaction SMILES: [CH2:1]([O:3][C:4]([C:6]1([C:20](O)=[O:21])[CH2:10][C:9](=[O:11])[N:8]([C@@H:12]([CH3:19])[C:13]2[CH:18]=[CH:17][CH:16]=[CH:15][CH:14]=2)[CH2:7]1)=[O:5])[CH3:2].S(Cl)(Cl)=O.Cl[CH2:28][CH2:29]Cl>CN(C)C=O>[CH2:12]([N:8]([CH2:7][C:29]1[CH:28]=[CH:4][CH:6]=[CH:10][CH:9]=1)[C:20]([C:6]1([C:4]([O:3][CH2:1][CH3:2])=[O:5])[CH2:10][C:9](=[O:11])[N:8]([C@@H:12]([CH3:19])[C:13]2[CH:18]=[CH:17][CH:16]=[CH:15][CH:14]=2)[CH2:7]1)=[O:21])[C:13]1[CH:18]=[CH:17][CH:16]=[CH:15][CH:14]=1. Procedure details: (RS)-3-Ethoxycarbonyl-1-((S)-α-methylbenzyl)-5-oxopyrrolidine-3-carboxylic acid (30.5 g) was dissolved in 1,2-dichloroethane (92 ml), and thionyl chloride (11 ml) and one drop of N,N-dimethylformamide were added. The mixture was refluxed for 2 hours and the reaction mixture was concentrated under reduced pressure. The obtained oil was dissolved in toluene (39 ml) and the mixture was dropwise added to a solution of dibenzylamine (23.7 g) and triethylamine (12.2 g) in toluene (130 ml) under ice-co... Starting materials: CC(=O)N1C(Cc2cc(F)cc(F)c2)C(C2CC(=O)CN2C(=O)OC(C)(C)C)OC1(C)C, CCCC[N+](CCCC)(CCCC)CCCC, CCOC(C)=O, [Cl-], [F-], C[Si](C)(C)C(F)(F)F, [NH4+], C1CCOC1, O. Product: CC(=O)N1C(Cc2cc(F)cc(F)c2)C(C2CC(O)(C(F)(F)F)CN2C(=O)OC(C)(C)C)OC1(C)C. As a reaction SMILES: [C:9]([CH3:10])([CH3:11])([CH3:12])[O:13][C:14](=[O:15])[N:16]1[CH:17]([CH:22]2[CH:23]([CH2:32][c:33]3[cH:34][c:35]([F:40])[cH:36][c:37]([F:39])[cH:38]3)[N:24]([C:29]([CH3:30])=[O:31])[C:25]([CH3:27])([CH3:28])[O:26]2)[CH2:18][C:19](=[O:21])[CH2:20]1.[CH3:42][CH2:43][CH2:44][CH2:45][N+:46]([CH2:47][CH2:48][CH2:49][CH3:50])([CH2:51][CH2:52][CH2:53][CH3:54])[CH2:55][CH2:56][CH2:57][CH3:58].[CH3:66][CH2:67][O:68][C:69](=[O:70])[CH3:71].[Cl-:59].[F-:41].[F:1][C:2]([F:3])([F:4])[Si:5]([CH3:6])([CH3:7])[CH3:8].[NH4+:60].[O:61]1[CH2:62][CH2:63][CH2:64][CH2:65]1.[OH2:72]>>[F:1][C:2]([F:3])([F:4])[C:19]1([OH:21])[CH2:18][CH:17]([CH:22]2[CH:23]([CH2:32][c:33]3[cH:34][c:35]([F:40])[cH:36][c:37]([F:39])[cH:38]3)[N:24]([C:29]([CH3:30])=[O:31])[C:25]([CH3:27])([CH3:28])[O:26]2)[N:16]([C:14]([O:13][C:9]([CH3:10])([CH3:11])[CH3:12])=[O:15])[CH2:20]1.